This data is from the Open Reaction Database (ORD), a public repository of structured organic reaction records. The task is: describe an organic reaction: reactants, conditions, products, and yield The reactants are C=O (paraformaldehyde), Cl (hydrogen chloride), ice water, 37, ClC(=O)OC1=CC(=CC(=C1)C)C (3,5-xylenyl chloroformate), C=O (paraformaldehyde), C(Cl)(Cl)Cl (chloroform). The reagents and catalysts are [Cl-].[Zn+2].[Cl-] (zinc chloride). Product: 17, ClC(=O)OC1=C(C(=CC(=C1)C)C)CCl (chloromethyl-3,5-dimethylphenyl chloroformate). RXN SMILES: [Cl:1][C:2]([O:4][C:5]1[CH:10]=[C:9]([CH3:11])[CH:8]=[C:7]([CH3:12])[CH:6]=1)=[O:3].C=O.Cl.[CH:16](Cl)(Cl)[Cl:17]>[Cl-].[Zn+2].[Cl-]>[Cl:1][C:2]([O:4][C:5]1[CH:6]=[C:7]([CH3:12])[CH:8]=[C:9]([CH3:11])[C:10]=1[CH2:16][Cl:17])=[O:3] |f:4.5.6|. Reported procedure: Into a stirred mixture of 37 parts of 3,5-xylenyl chloroformate, 78 parts of paraformaldehyde, 10 parts of powdered anhydrous zinc chloride, and 150 parts of chloroform at 20-30 degrees, was passed hydrogen chloride gas over 101/2 hours. The paraformaldehyde slowly dissolved. Then the reaction mixture was agitated briefly with ice water, after which the organic layer was decanted, dried over magnesium sulfate, filtered, and solvent was evaporated off. The residual liquid was distilled to obtain ... Reactants: BrCC(=O)C1=CC=CC=C1 (2-bromoacetophenone), NC=1SC2=C(N1)CCCC2=O (2-Amino-4,5-dihydrobenzothiazole-7(6H)-one), NC=1SC2=C(N1)CCCC2=O (2-Amino-4,5-dihydrobenzothiazole-7(6H)-one). The solvent is CN(C=O)C (dimethylformamide). Product: C1(=CC=CC=C1)C=1N=C2SC3=C(N2C1)CCCC3=O (2-Phenyl-5,6-dihydroimidazo[2,1-b]benzothiazole-8(7H)-one). The yield is 74.0%. RXN SMILES: [NH2:1][C:2]1[S:3][C:4]2[C:10](=[O:11])[CH2:9][CH2:8][CH2:7][C:5]=2[N:6]=1.Br[CH2:13][C:14]([C:16]1[CH:21]=[CH:20][CH:19]=[CH:18][CH:17]=1)=O>CN(C)C=O>[C:16]1([C:14]2[N:1]=[C:2]3[N:6]([CH:13]=2)[C:5]2[CH2:7][CH2:8][CH2:9][C:10](=[O:11])[C:4]=2[S:3]3)[CH:21]=[CH:20][CH:19]=[CH:18][CH:17]=1. Procedure: 2-Amino-4,5-dihydrobenzothiazole-7(6H)-one (18 g) prepared in the above (A) was dissolved into dimethylformamide (250 ml), and 2-bromoacetophenone (21,83 g) was added thereto followed by heating to reflux for 12-15 hours. After completion of the reaction, the reaction mixture was cooled to room temperature and placed into distilled water. The resulting precipitates were filtered, neutralized with sodium hydroxide solution, filtered, washed with ethyl acetate (100 ml), and dried to give the title... Reactants: CC1CCCN1CCc1cc2cc(Br)ccc2[nH]1, O=C([O-])[O-], N#Cc1ccc(B(O)O)cc1, Cc1ccccc1, c1ccc(-c2ccccc2P(C2CCCCC2)C2CCCCC2)cc1, [Cs+], [Cs+], O=C(C=Cc1ccccc1)C=Cc1ccccc1, O=C(C=Cc1ccccc1)C=Cc1ccccc1, O=C(C=Cc1ccccc1)C=Cc1ccccc1, O, [Pd], [Pd]. The product is CC1CCCN1CCc1cc2cc(-c3ccc(C#N)cc3)ccc2[nH]1. RXN SMILES: [Br:18][c:19]1[cH:20][c:21]2[cH:22][c:23]([CH2:28][CH2:29][N:30]3[CH:31]([CH3:35])[CH2:32][CH2:33][CH2:34]3)[nH:24][c:25]2[cH:26][cH:27]1.[C:1](=[O:2])([O-:3])[O-:4].[C:7](#[N:8])[c:9]1[cH:10][cH:11][c:12]([B:15]([OH:16])[OH:17])[cH:13][cH:14]1.[CH3:117][c:118]1[cH:119][cH:120][cH:121][cH:122][cH:123]1.[CH:36]1([P:37]([CH:38]2[CH2:39][CH2:40][CH2:41][CH2:42][CH2:43]2)[c:44]2[cH:45][cH:46][cH:47][cH:48][c:49]2-[c:50]2[cH:51][cH:52][cH:53][cH:54][cH:55]2)[CH2:56][CH2:57][CH2:58][CH2:59][CH2:60]1.[Cs+:5].[Cs+:6].[O:63]=[C:64]([CH:65]=[CH:66][c:67]1[cH:68][cH:69][cH:70][cH:71][cH:72]1)[CH:73]=[CH:74][c:75]1[cH:76][cH:77][cH:78][cH:79][cH:80]1.[O:81]=[C:82]([CH:83]=[CH:84][c:85]1[cH:86][cH:87][cH:88][cH:89][cH:90]1)[CH:91]=[CH:92][c:93]1[cH:94][cH:95][cH:96][cH:97][cH:98]1.[O:99]=[C:100]([CH:101]=[CH:102][c:103]1[cH:104][cH:105][cH:106][cH:107][cH:108]1)[CH:109]=[CH:110][c:111]1[cH:112][cH:113][cH:114][cH:115][cH:116]1.[OH2:124].[Pd:61].[Pd:62]>>[C:7](#[N:8])[c:9]1[cH:10][cH:11][c:12](-[c:19]2[cH:20][c:21]3[cH:22][c:23]([CH2:28][CH2:29][N:30]4[CH:31]([CH3:35])[CH2:32][CH2:33][CH2:34]4)[nH:24][c:25]3[cH:26][cH:27]2)[cH:13][cH:14]1.